This data is from the Open Reaction Database (ORD), a public repository of structured organic reaction records. The task is: describe an organic reaction: reactants, conditions, products, and yield Conditions: time 1 hour. Reported procedure: In 30 ml of trifluoroacetic acid was dissolved 6.57 g of 3,4-dihydro-6-methoxyspiro[naphthalene-2(1H),2'-piperidin]-1-one followed by addition of 8.5 ml of triethylsilane and the mixture was stirred for 1 hour. This reaction mixture was poured portionwise in water and after addition of 1N-hydrochloric acid, washed with hexane. The aqueous layer was made basic with 1N-aqueous sodium hydroxide solution and extracted with methylene chloride. The methylene chloride layer was dried over anhydrous sod... Solvent: FC(C(=O)O)(F)F (trifluoroacetic acid), O (water). Reactants: COC=1C=C2CCC3(NCCCC3)C(C2=CC1)=O (3,4-dihydro-6-methoxyspiro[naphthalene-2(1H),2'-piperidin]-1-one), C(C)[SiH](CC)CC (triethylsilane), Cl (hydrochloric acid). As a reaction SMILES: [CH3:1][O:2][C:3]1[CH:4]=[C:5]2[C:15](=[CH:16][CH:17]=1)[C:14](=O)[C:8]1([CH2:13][CH2:12][CH2:11][CH2:10][NH:9]1)[CH2:7][CH2:6]2.C([SiH](CC)CC)C.[ClH:26]>FC(F)(F)C(O)=O.O>[ClH:26].[CH3:1][O:2][C:3]1[CH:4]=[C:5]2[C:15](=[CH:16][CH:17]=1)[CH2:14][C:8]1([CH2:13][CH2:12][CH2:11][CH2:10][NH:9]1)[CH2:7][CH2:6]2 |f:5.6|. Product: Cl.COC=1C=C2CCC3(NCCCC3)CC2=CC1 (3,4-Dihydro-6-methoxyspiro[naphthalene-2(1H),2'-piperidine]hydrochloride).